From a dataset of the Open Reaction Database (ORD), a public repository of structured organic reaction records. describe an organic reaction: reactants, conditions, products, and yield Starting materials: COC(=O)c1nc(N2CCN(CCCCNC(=O)OC(C)(C)C)CC2)c2cccnc2c1OCc1ccccc1, CO, [Na+], [OH-], O. Product: CC(C)(C)OC(=O)NCCCCN1CCN(c2nc(C(=O)O)c(OCc3ccccc3)c3ncccc23)CC1. As a reaction SMILES: [CH2:1]([c:2]1[cH:3][cH:4][cH:5][cH:6][cH:7]1)[O:8][c:9]1[c:10]([C:37](=[O:38])[O:39][CH3:40])[n:11][c:12]([N:19]2[CH2:20][CH2:21][N:22]([CH2:25][CH2:26][CH2:27][CH2:28][NH:29][C:30](=[O:31])[O:32][C:33]([CH3:34])([CH3:35])[CH3:36])[CH2:23][CH2:24]2)[c:13]2[cH:14][cH:15][cH:16][n:17][c:18]12.[CH3:41][OH:42].[Na+:44].[OH-:43].[OH2:45]>>[CH2:1]([c:2]1[cH:3][cH:4][cH:5][cH:6][cH:7]1)[O:8][c:9]1[c:10]([C:37](=[O:38])[OH:39])[n:11][c:12]([N:19]2[CH2:20][CH2:21][N:22]([CH2:25][CH2:26][CH2:27][CH2:28][NH:29][C:30](=[O:31])[O:32][C:33]([CH3:34])([CH3:35])[CH3:36])[CH2:23][CH2:24]2)[c:13]2[cH:14][cH:15][cH:16][n:17][c:18]12. Starting materials: O=C([O-])[O-], C1COCCO1, CCCN(C)C(=O)c1cc(I)cc(C(=O)OC)c1, OB(O)c1ccccc1F, [K+], [K+], c1ccc(P(c2ccccc2)(c2ccccc2)[Pd](P(c2ccccc2)(c2ccccc2)c2ccccc2)(P(c2ccccc2)(c2ccccc2)c2ccccc2)P(c2ccccc2)(c2ccccc2)c2ccccc2)cc1. Yields the product CCCN(C)C(=O)c1cc(C(=O)OC)cc(-c2ccccc2F)c1. As a reaction SMILES: [C:29](=[O:30])([O-:31])[O-:32].[CH2:112]1[O:113][CH2:114][CH2:115][O:116][CH2:117]1.[CH3:1][O:2][C:3]([c:4]1[cH:5][c:6]([C:7](=[O:8])[N:9]([CH2:10][CH2:11][CH3:12])[CH3:13])[cH:14][c:15]([I:17])[cH:16]1)=[O:18].[F:19][c:20]1[c:21]([B:26]([OH:27])[OH:28])[cH:22][cH:23][cH:24][cH:25]1.[K+:33].[K+:34].[cH:35]1[cH:36][cH:37][c:38]([P:39]([Pd:40]([P:41]([c:42]2[cH:43][cH:44][cH:45][cH:46][cH:47]2)([c:48]2[cH:49][cH:50][cH:51][cH:52][cH:53]2)[c:54]2[cH:55][cH:56][cH:57][cH:58][cH:59]2)([P:60]([c:61]2[cH:62][cH:63][cH:64][cH:65][cH:66]2)([c:67]2[cH:68][cH:69][cH:70][cH:71][cH:72]2)[c:73]2[cH:74][cH:75][cH:76][cH:77][cH:78]2)[P:79]([c:80]2[cH:81][cH:82][cH:83][cH:84][cH:85]2)([c:86]2[cH:87][cH:88][cH:89][cH:90][cH:91]2)[c:92]2[cH:93][cH:94][cH:95][cH:96][cH:97]2)([c:98]2[cH:99][cH:100][cH:101][cH:102][cH:103]2)[c:104]2[cH:105][cH:106][cH:107][cH:108][cH:109]2)[cH:110][cH:111]1>>[CH3:1][O:2][C:3]([c:4]1[cH:5][c:6]([C:7](=[O:8])[N:9]([CH2:10][CH2:11][CH3:12])[CH3:13])[cH:14][c:15](-[c:21]2[c:20]([F:19])[cH:25][cH:24][cH:23][cH:22]2)[cH:16]1)=[O:18]. The reactants are CCOC(=O)c1cccc(-c2ccnc(NCCc3ccc(O)cc3)n2)c1, CO, [Na+], [OH-]. The product is O=C(O)c1cccc(-c2ccnc(NCCc3ccc(O)cc3)n2)c1. RXN SMILES: [CH2:1]([CH3:2])[O:3][C:4]([c:5]1[cH:6][c:7](-[c:11]2[n:12][c:13]([NH:17][CH2:18][CH2:19][c:20]3[cH:21][cH:22][c:23]([OH:26])[cH:24][cH:25]3)[n:14][cH:15][cH:16]2)[cH:8][cH:9][cH:10]1)=[O:27].[CH3:30][OH:31].[Na+:29].[OH-:28]>>[O:3]=[C:4]([c:5]1[cH:6][c:7](-[c:11]2[n:12][c:13]([NH:17][CH2:18][CH2:19][c:20]3[cH:21][cH:22][c:23]([OH:26])[cH:24][cH:25]3)[n:14][cH:15][cH:16]2)[cH:8][cH:9][cH:10]1)[OH:27].